Dataset: the Open Reaction Database (ORD), a public repository of structured organic reaction records. Task: describe an organic reaction: reactants, conditions, products, and yield The reactants are NC1=CC=C(C=C1)C1=CC=C2C(=NNC2=C1)C(=O)OCC (ethyl 6-(4-aminophenyl)-1H-indazole-3-carboxylate), FC(C=1C=C(C(=O)O)C=CC1)(F)F (3-trifluoromethyl-benzoic acid), C=1C=CC2=C(C1)N=NN2O (HOBt), CCN=C=NCCCN(C)C (EDCI). Run in O (water), C(C)(=O)OCC (ethyl acetate), CN(C=O)C (N,N-dimethylformamide), C(C)N(CC)CC (triethylamine). Reaction conditions: temperature 70 celsius, time 12 hour. Yields the product FC(C=1C=C(C(=O)NC2=CC=C(C=C2)C2=CC=C3C(=NNC3=C2)C(=O)OCC)C=CC1)(F)F (ethyl 6-(4-(3-(trifluoromethyl)benzamido)phenyl)-1H-indazole-3-carboxylate). The yield is 72.3%. RXN SMILES: [NH2:1][C:2]1[CH:7]=[CH:6][C:5]([C:8]2[CH:16]=[C:15]3[C:11]([C:12]([C:17]([O:19][CH2:20][CH3:21])=[O:18])=[N:13][NH:14]3)=[CH:10][CH:9]=2)=[CH:4][CH:3]=1.[F:22][C:23]([F:34])([F:33])[C:24]1[CH:25]=[C:26]([CH:30]=[CH:31][CH:32]=1)[C:27](O)=[O:28].C1C=CC2N(O)N=NC=2C=1.CCN=C=NCCCN(C)C>CN(C)C=O.O.C(OCC)(=O)C.C(N(CC)CC)C>[F:22][C:23]([F:33])([F:34])[C:24]1[CH:25]=[C:26]([CH:30]=[CH:31][CH:32]=1)[C:27]([NH:1][C:2]1[CH:3]=[CH:4][C:5]([C:8]2[CH:16]=[C:15]3[C:11]([C:12]([C:17]([O:19][CH2:20][CH3:21])=[O:18])=[N:13][NH:14]3)=[CH:10][CH:9]=2)=[CH:6][CH:7]=1)=[O:28]. Procedure: To a stirred solution of ethyl 6-(4-aminophenyl)-1H-indazole-3-carboxylate (40 mg), 3-trifluoromethyl-benzoic acid (35.2 mg), triethylamine (40 and HOBt (25 mg) in N,N-dimethylformamide, was added EDCI (40.6 mg). The mixture was stirred at 70° C. for 12 h. The mixture cooled to room temperature and ethyl acetate and water were added. The mixture was extracted with ethyl acetate three times. The combined organic layer was washed with saturated sodium bicarbonate solution, dried over sodium sulfat... The reactants are [OH-].[Na+] (sodium hydroxide), C(C)(C)(C)C1=C/C(/N(N1C)CC1CCCC1)=N\C(C(F)(F)F)=O (N-[(3E)-5-tert-butyl-2-(cyclopentylmethyl)-1-methyl-1,2-dihydro-3H-pyrazol-3-ylidene]-2,2,2-trifluoroacetamide). Solvent: O (water), CO (MeOH). Conditions: temperature 50 celsius, time 3 hour. Product: C(C)(C)(C)C1=CC(N(N1C)CC1CCCC1)=N (5-tert-butyl-2-(cyclopentylmethyl)-1-methyl-1,2-dihydro-3H-pyrazol-3-imine). The yield is 97.6%. Reaction SMILES: [OH-].[Na+].[C:3]([C:7]1[N:11]([CH3:12])[N:10]([CH2:13][CH:14]2[CH2:18][CH2:17][CH2:16][CH2:15]2)/[C:9](=[N:19]/C(=O)C(F)(F)F)/[CH:8]=1)([CH3:6])([CH3:5])[CH3:4]>O.CO>[C:3]([C:7]1[N:11]([CH3:12])[N:10]([CH2:13][CH:14]2[CH2:15][CH2:16][CH2:17][CH2:18]2)[C:9](=[NH:19])[CH:8]=1)([CH3:6])([CH3:4])[CH3:5] |f:0.1|. Procedure: A solution of sodium hydroxide (1.7 g, 41.5 mmol) in water (2 mL) was added to a solution of Example 127D (2.75 g, 8.3 mmol) in MeOH (10 mL) and the mixture stirred at 50° C. for 3 hours. After cooling to ambient temperature, the mixture was concentrated under reduced pressure and the residue was partitioned between dichloromethane and water. The aqueous phase was extracted with dichloromethane (3×10 mL). The combined organic extracts were concentrated and the residue crystallized from MeOH and ... Reactants: COC(=O)c1ccc(OCCCOc2ccc(C(=O)OC)cc2)cc1, CCCCNCCCC, Cc1ccccc1. Product: CCCCN(CCCC)CCCOc1ccc(C(=O)OC)cc1. Reaction SMILES: [CH2:1]([CH2:2][CH2:3][O:4][c:5]1[cH:6][cH:7][c:8]([C:9]([O:10][CH3:11])=[O:12])[cH:13][cH:14]1)[O:15][c:16]1[cH:17][cH:18][c:19]([C:20](=[O:21])[O:22][CH3:23])[cH:24][cH:25]1.[CH2:26]([CH2:27][CH2:28][CH3:29])[NH:30][CH2:31][CH2:32][CH2:33][CH3:34].[CH3:35][c:36]1[cH:37][cH:38][cH:39][cH:40][cH:41]1>>[CH2:1]([CH2:2][CH2:3][N:30]([CH2:26][CH2:27][CH2:28][CH3:29])[CH2:31][CH2:32][CH2:33][CH3:34])[O:15][c:16]1[cH:17][cH:18][c:19]([C:20](=[O:21])[O:22][CH3:23])[cH:24][cH:25]1.